From a dataset of the Open Reaction Database (ORD), a public repository of structured organic reaction records. describe an organic reaction: reactants, conditions, products, and yield Reactants: Brc1ccc2c(c1)CCC(N1CCOCC1)C2, O=C1CCc2cc(Br)ccc2C1, C1COCCN1, C1CNC(CN2CCCC2)C1. The product is O=C(c1ccc2c(c1)CCC(N1CCOCC1)C2)N1CCCC1CN1CCCC1. As a reaction SMILES: [Br:1][c:2]1[cH:3][c:4]2[c:9]([cH:10][cH:11]1)[CH2:8][CH:7]([N:12]1[CH2:13][CH2:14][O:15][CH2:16][CH2:17]1)[CH2:6][CH2:5]2.[Br:29][c:30]1[cH:31][c:32]2[c:33]([cH:34][cH:36]1)[CH2:37][C:35](=[O:40])[CH2:38][CH2:39]2.[CH2:41]1[NH:42][CH2:43][CH2:44][O:45][CH2:46]1.[NH:18]1[CH:19]([CH2:23][N:24]2[CH2:25][CH2:26][CH2:27][CH2:28]2)[CH2:20][CH2:21][CH2:22]1>>[c:2]1([C:35]([N:18]2[CH:19]([CH2:23][N:24]3[CH2:25][CH2:26][CH2:27][CH2:28]3)[CH2:20][CH2:21][CH2:22]2)=[O:40])[cH:3][c:4]2[c:9]([cH:10][cH:11]1)[CH2:8][CH:7]([N:12]1[CH2:13][CH2:14][O:15][CH2:16][CH2:17]1)[CH2:6][CH2:5]2. Reactants: BrC1=CC2=C(C=3N(CCO2)C=C(N3)C=3N(C=CN3)CC(=O)NC)C=C1 (2-(2-(9-bromo-5,6-dihydrobenzo[f]imidazo[1,2-d][1,4]oxazepin-2-yl)-1H-imidazol-1-yl)-N-methylacetamide), CC(CN1N=CC(=C1)B1OC(C(O1)(C)C)(C)C)(C)O (2-methyl-1-(4-(4,4,5,5-tetramethyl-1,3,2-dioxaborolan-2-yl)-1H-pyrazol-1-yl)propan-2-ol). Product: OC(CN1N=CC(=C1)C1=CC2=C(C=3N(CCO2)C=C(N3)C=3N(C=CN3)CC(=O)NC)C=C1)(C)C (2-(2-(9-(1-(2-hydroxy-2-methylpropyl)-1H-pyrazol-4-yl)-5,6-dihydrobenzo[f]imidazo[1,2-d][1,4]oxazepin-2-yl)-1H-imidazol-1-yl)-N-methylacetamide). As a reaction SMILES: Br[C:2]1[CH:25]=[CH:24][C:5]2[C:6]3[N:7]([CH:11]=[C:12]([C:14]4[N:15]([CH2:19][C:20]([NH:22][CH3:23])=[O:21])[CH:16]=[CH:17][N:18]=4)[N:13]=3)[CH2:8][CH2:9][O:10][C:4]=2[CH:3]=1.[CH3:26][C:27]([OH:44])([CH3:43])[CH2:28][N:29]1[CH:33]=[C:32](B2OC(C)(C)C(C)(C)O2)[CH:31]=[N:30]1>>[OH:44][C:27]([CH3:43])([CH3:26])[CH2:28][N:29]1[CH:33]=[C:32]([C:2]2[CH:25]=[CH:24][C:5]3[C:6]4[N:7]([CH:11]=[C:12]([C:14]5[N:15]([CH2:19][C:20]([NH:22][CH3:23])=[O:21])[CH:16]=[CH:17][N:18]=5)[N:13]=4)[CH2:8][CH2:9][O:10][C:4]=3[CH:3]=2)[CH:31]=[N:30]1. Reported procedure: Following the procedure for 214, 2-(2-(9-bromo-5,6-dihydrobenzo[f]imidazo[1,2-d][1,4]oxazepin-2-yl)-1H-imidazol-1-yl)-N-methylacetamide and 2-methyl-1-(4-(4,4,5,5-tetramethyl-1,3,2-dioxaborolan-2-yl)-1H-pyrazol-1-yl)propan-2-ol were reacted under Suzuki conditions to give 221. MS: (ESI+)=462.2. 1H NMR (400 MHz, DMSO) δ 8.38 (d, J=8.4 Hz, 1H), 8.18 (s, 1H), 8.06-7.99 (m, 1H), 7.96 (s, 1H), 7.69 (s, 1H), 7.33 (dd, J=8.4, 1.8 Hz, 1H), 7.26 (d, J=1.7 Hz, 1H), 7.11 (d, J=1.1 Hz, 1H), 6.90 (d, J=1.1 H... Starting materials: COC(=S)OC(C(=O)OC(C1=CC=CC=C1)C1=CC=CC=C1)C1=CC=CC=C1 (α-[(methoxycarbonothioyl)oxy] benzeneacetic acid, diphenylmethyl ester), FC(C(=O)O)(F)F (trifluoroacetic acid). Reagents/catalysts: C1(=CC=CC=C1)OC (anisole). Reaction conditions: time 5 minute. Product: COC(=S)OC(C(=O)O)C1=CC=CC=C1 (α-[(methoxycarbonothioyl)oxy]benzeneacetic acid). Reaction SMILES: [CH3:1][O:2][C:3]([O:5][CH:6]([C:23]1[CH:28]=[CH:27][CH:26]=[CH:25][CH:24]=1)[C:7]([O:9]C(C1C=CC=CC=1)C1C=CC=CC=1)=[O:8])=[S:4].FC(F)(F)C(O)=O>C1(OC)C=CC=CC=1>[CH3:1][O:2][C:3]([O:5][CH:6]([C:23]1[CH:28]=[CH:27][CH:26]=[CH:25][CH:24]=1)[C:7]([OH:9])=[O:8])=[S:4]. Procedure details: 3.92 g. (10 mM) of the benzhydryl ester from Example 2 are stirred together with 30 ml. of trifluoroacetic acid and a few drops of anisole at 0° for 10 minutes. After distilling the solvent off in vacuum, the residue is treated with petroleum ether until it becomes solid. The solid is then stirred for five minutes in 50 ml. of sodium bicarbonate and filtered. After acidification with 2 N hydrochloric acid and extraction twice, each time with 20 ml. of ether and then drying from the organic phase... The reactants are CC(C)(C)N(C([O-])=O)CCN1CC(NCC1)=O (1,1-dimethylethyl[2-(3-oxo-1-piperazinyl)ethyl]carbamate), FC(S(=O)(=O)OC1=CC=NC2=CC=C(N=C12)OC)(F)F (6-(methyloxy)-1,5-naphthyridin-4-yl trifluoromethanesulfonate), C1=CC=C(C=C1)P(C2=CC=CC=C2)C3=C(C4=CC=CC=C4C=C3)C5=C(C=CC6=CC=CC=C65)P(C7=CC=CC=C7)C8=CC=CC=C8 (rac-Binap), C(=O)([O-])[O-].[Cs+].[Cs+] (Cs2CO3). Reagents/catalysts: C=1C=CC(=CC1)/C=C/C(=O)/C=C/C2=CC=CC=C2.C=1C=CC(=CC1)/C=C/C(=O)/C=C/C2=CC=CC=C2.C=1C=CC(=CC1)/C=C/C(=O)/C=C/C2=CC=CC=C2.[Pd].[Pd] (Pd2dba3). The solvent is O1CCOCC1 (dioxane). Conditions: temperature 100 celsius, time 15 minute. The product is COC=1N=C2C(=CC=NC2=CC1)N1C(CN(CC1)CCNC(OC(C)(C)C)=O)=O (1,1-dimethylethyl (2-{4-[6-(methyloxy)-1,5-naphthyridin-4-yl]-3-oxo-1-piperazinyl}ethyl)carbamate). Isolated yield 887.5%. As a reaction SMILES: CC([N:5]([CH2:9][CH2:10][N:11]1[CH2:16][CH2:15][NH:14][C:13](=[O:17])[CH2:12]1)[C:6](=[O:8])[O-:7])(C)C.FC(F)(F)S(O[C:24]1[C:33]2[C:28](=[CH:29][CH:30]=[C:31]([O:34][CH3:35])[N:32]=2)[N:27]=[CH:26][CH:25]=1)(=O)=O.C1C=CC(P([C:51]2C=CC3[C:53](=CC=CC=3)[C:52]=2[C:61]2C3C(=CC=CC=3)C=CC=2P(C2C=CC=CC=2)C2C=CC=CC=2)C2C=CC=CC=2)=CC=1.C([O-])([O-])=O.[Cs+].[Cs+]>O1CCOCC1.C1C=CC(/C=C/C(/C=C/C2C=CC=CC=2)=O)=CC=1.C1C=CC(/C=C/C(/C=C/C2C=CC=CC=2)=O)=CC=1.C1C=CC(/C=C/C(/C=C/C2C=CC=CC=2)=O)=CC=1.[Pd].[Pd]>[CH3:35][O:34][C:31]1[N:32]=[C:33]2[C:28](=[CH:29][CH:30]=1)[N:27]=[CH:26][CH:25]=[C:24]2[N:14]1[CH2:15][CH2:16][N:11]([CH2:10][CH2:9][NH:5][C:6](=[O:8])[O:7][C:52]([CH3:61])([CH3:53])[CH3:51])[CH2:12][C:13]1=[O:17] |f:3.4.5,7.8.9.10.11|. Reported procedure: In a sealed tube 1,1-dimethylethyl[2-(3-oxo-1-piperazinyl)ethyl]carbamate (1.7 g, 7.02 mmol), 6-(methyloxy)-1,5-naphthyridin-4-yl trifluoromethanesulfonate (2.17 g, 7.02 mmol), Pd2dba3 (436 mg, 0.421 mmol), rac-Binap (262 mg, 0.421 mmol), Cs2CO3 (4.81 g, 14.75 mmol) and 18-C-6 (186 mg, 0.702 mmol) in dioxane (35 mL) were combined and flushed with N2. After 15 min, the tube was sealed and heated to 100° C. while stirring rapidly. After 12 h, the solution was filtered, concentrated and the residue... The reactants are CC(=O)O, O=C1Nc2ccc(I)cc2C1=O, NNC(=O)Cn1nnc(N2CCCC2)n1. The product is O=C(Cn1nnc(N2CCCC2)n1)NN=C1C(=O)Nc2ccc(I)cc21. Reaction SMILES: [CH3:28][C:29](=[O:30])[OH:31].[I:1][c:2]1[cH:3][c:4]2[c:8]([cH:9][cH:10]1)[NH:7][C:6](=[O:11])[C:5]2=[O:12].[N:13]1([c:18]2[n:19][n:20][n:21]([CH2:23][C:24](=[O:25])[NH:26][NH2:27])[n:22]2)[CH2:14][CH2:15][CH2:16][CH2:17]1>>[I:1][c:2]1[cH:3][c:4]2[c:8]([cH:9][cH:10]1)[NH:7][C:6](=[O:11])[C:5]2=[N:27][NH:26][C:24]([CH2:23][n:21]1[n:20][n:19][c:18]([N:13]2[CH2:14][CH2:15][CH2:16][CH2:17]2)[n:22]1)=[O:25]. Reactants: C1(CC1)CCNC(=O)C=1N=NC(=CC1)N1CC2C(C2C1)N(CC1=CC=CC=C1)CC1=CC=CC=C1 (6-(6-dibenzylamino-3-azabicyclo[3.1.0]hex-3-yl)pyridazine-3-carboxylic acid (2-cyclopropylethyl)amide). The reagents and catalysts are [Pd] (Pd/C). Solvent: CO (methanol). Reaction conditions: time 3 day. The product is C1(CC1)CCNC(=O)C=1N=NC(=CC1)N1CC2C(C2C1)N (6-(6-AMINO-3-AZABICYCLO[3.1.0]HEX-3-YL)PYRIDAZINE-3-CARBOXYLIC ACID (2-CYCLOPROPYLETHYL)AMIDE). Reaction SMILES: [CH:1]1([CH2:4][CH2:5][NH:6][C:7]([C:9]2[N:10]=[N:11][C:12]([N:15]3[CH2:20][CH:19]4[CH:17]([CH:18]4[N:21](CC4C=CC=CC=4)CC4C=CC=CC=4)[CH2:16]3)=[CH:13][CH:14]=2)=[O:8])[CH2:3][CH2:2]1>CO.[Pd]>[CH:1]1([CH2:4][CH2:5][NH:6][C:7]([C:9]2[N:10]=[N:11][C:12]([N:15]3[CH2:16][CH:17]4[CH:19]([CH:18]4[NH2:21])[CH2:20]3)=[CH:13][CH:14]=2)=[O:8])[CH2:3][CH2:2]1. Procedure details: To a stirred solution of 6-(6-dibenzylamino-3-azabicyclo[3.1.0]hex-3-yl)pyridazine-3-carboxylic acid (2-cyclopropylethyl)amide (0.415 g, 0.90 mmol) in methanol (10 mL) was added Pd/C (0.200 g, 12 mol %). The mixture was placed under an atmosphere of hydrogen for 3 days. The reaction mixture was filtered through celite and concentrated in vacuo. The crude title compound was obtained and used without further purification.